Dataset: the Open Reaction Database (ORD), a public repository of structured organic reaction records. Task: describe an organic reaction: reactants, conditions, products, and yield Reactants: C(=O)(NC1CCCCC1)NC1CCCCC1 (dicyclohexylurea), FC(C1=CC=2C(C3=CC=C(C=C3SC2C=C1)F)=C1CCNCC1)(F)F (4-(2-trifluoromethyl-6-fluoro-9-thioxanthenylidene)-piperidine), C1(CCCCC1)N=C=NC1CCCCC1 (dicyclohexylcarbodiimide), O[C@H]1CC[C@H](CC1)CC(=O)O (cis-4-hydroxycyclohexane acetic acid). Run in C(Cl)Cl (methylene chloride). Run at time 8 hour. Yields the product O[C@H]1CC[C@H](CC1)CCN1CCC(CC1)=C1C2=CC=C(C=C2SC=2C=CC(=CC12)C(F)(F)F)F (1-(cis-4-hydroxycyclohexylethyl)-4-(2-trifluoromethyl-6-fluoro-9-thioxanthenylidene)piperidine). As a reaction SMILES: [F:1][C:2]([F:25])([F:24])[C:3]1[CH:16]=[CH:15][C:14]2[S:13][C:12]3[C:7](=[CH:8][CH:9]=[C:10]([F:17])[CH:11]=3)[C:6](=[C:18]3[CH2:23][CH2:22][NH:21][CH2:20][CH2:19]3)[C:5]=2[CH:4]=1.[OH:26][C@@H:27]1[CH2:32][CH2:31][C@H:30]([CH2:33][C:34](O)=O)[CH2:29][CH2:28]1.C1(N=C=NC2CCCCC2)CCCCC1.C(NC1CCCCC1)(NC1CCCCC1)=O>C(Cl)Cl>[OH:26][C@@H:27]1[CH2:32][CH2:31][C@H:30]([CH2:33][CH2:34][N:21]2[CH2:20][CH2:19][C:18](=[C:6]3[C:5]4[CH:4]=[C:3]([C:2]([F:1])([F:24])[F:25])[CH:16]=[CH:15][C:14]=4[S:13][C:12]4[C:7]3=[CH:8][CH:9]=[C:10]([F:17])[CH:11]=4)[CH2:23][CH2:22]2)[CH2:29][CH2:28]1. Procedure: 7.3 Grams of 4-(2-trifluoromethyl-6-fluoro-9-thioxanthenylidene)-piperidine were dissolved in 50 milliliters of dry methylene chloride. Then 3.8 grams of cis-4-hydroxycyclohexane acetic acid (J.Am.Ch.Soc. 70, pg. 1898-99 (1948) and 5 grams of dicyclohexylcarbodiimide were added. The mixture was heated at temperatures from 22 to 30 degrees Centigrade during which the dicyclohexylurea formed separated out and was then left standing overnight. The precipitate was filtered from the solution which wa... Starting materials: COC1=CC=C(C=C1)N(NC(=O)N)C(=O)C=1C=NC(=CC1)OC (2-(4-methoxyphenyl)-2-((6-methoxypyridin-3-yl)carbonyl)hydrazine carboxamide), C(C)O (ethanol). Solvent: [OH-].[Na+] (sodium hydroxide). Conditions: temperature 60 celsius. The product is COC1=CC=C(C=C1)N1N=C(N=C1C=1C=NC(=CC1)OC)O (1-(4-methoxyphenyl)-5-(6-methoxypridin-3-yl)-1H-1,2,4-triazol-3-ol). Isolated yield 53.9%. As a reaction SMILES: [CH3:1][O:2][C:3]1[CH:8]=[CH:7][C:6]([N:9]([C:14]([C:16]2[CH:17]=[N:18][C:19]([O:22][CH3:23])=[CH:20][CH:21]=2)=O)[NH:10][C:11]([NH2:13])=[O:12])=[CH:5][CH:4]=1.C(O)C>[OH-].[Na+]>[CH3:1][O:2][C:3]1[CH:8]=[CH:7][C:6]([N:9]2[C:14]([C:16]3[CH:17]=[N:18][C:19]([O:22][CH3:23])=[CH:20][CH:21]=3)=[N:13][C:11]([OH:12])=[N:10]2)=[CH:5][CH:4]=1 |f:2.3|. Reported procedure: A mixture of 2-(4-methoxyphenyl)-2-((6-methoxypyridin-3-yl)carbonyl)hydrazine carboxamide (550 mg, 1.74 mmol) in 10% sodium hydroxide solution (4 mL)-ethanol (2 mL) was heated at 60° C. for 1 hour. After cooling, the solvent was removed under reduced pressure. 2N-HCl was added to the residue and the mixture was adjusted pH to ca. 4. A generated precipitate was isolated by filtration, washed with water, dried in vacuo to give 1-(4-methoxyphenyl)-5-(6-methoxypridin-3-yl)-1H-1,2,4-triazol-3-ol (280... The reactants are C(C)(C)(C)OC(NC1=C(C=CC=C1)NC(=O)C1=CC2=C(N=C(S2)N)C=C1)=O ({2-[(2-Amino-benzothiazole-6-carbonyl)-amino]-phenyl}-carbamic acid tert-butyl ester), FC(OC1=CC=C(C=O)C=C1)(F)F (4-(trifluoromethoxy)benzaldehyde), C(CCC)[Sn](CCCC)(Cl)Cl (dibutyltin dichloride), C1(=CC=CC=C1)[SiH3] (phenylsilane), aldehyde, C1(=CC=CC=C1)[SiH3] (phenylsilane). Run in C1CCOC1 (THF). Reaction conditions: time 8 hour. Product: NC1=C(C=CC=C1)NC(=O)C1=CC2=C(N=C(S2)C2=CC=C(C=C2)OC(F)(F)F)C=C1 (2-(4-Trifluoromethoxy-phenyl)-benzothiazole-6-carboxylic acid (2-aminophenyl)-amide). The yield is 93.7%. Reaction SMILES: C(OC(=O)[NH:7][C:8]1[CH:13]=[CH:12][CH:11]=[CH:10][C:9]=1[NH:14][C:15]([C:17]1[CH:26]=[CH:25][C:20]2[N:21]=[C:22](N)[S:23][C:19]=2[CH:18]=1)=[O:16])(C)(C)C.[F:28][C:29]([F:40])([F:39])[O:30][C:31]1[CH:38]=[CH:37][C:34](C=O)=[CH:33][CH:32]=1.C([Sn](Cl)(Cl)CCCC)CCC.C1([SiH3])C=CC=CC=1>C1COCC1>[NH2:7][C:8]1[CH:13]=[CH:12][CH:11]=[CH:10][C:9]=1[NH:14][C:15]([C:17]1[CH:26]=[CH:25][C:20]2[N:21]=[C:22]([C:34]3[CH:33]=[CH:32][C:31]([O:30][C:29]([F:28])([F:39])[F:40])=[CH:38][CH:37]=3)[S:23][C:19]=2[CH:18]=1)=[O:16]. Procedure details: To a solution of 115 (300 mg, 0.78 mmol), 4-(trifluoromethoxy)benzaldehyde (123 μl, 0.86 mmol), and dibutyltin dichloride (24 mg, 0.08 mmol) in THF was added phenylsilane (106 μl, 0.86 mmol). The mixture was stirred overnight at room temperature under nitrogen, additional aldehyde and phenylsilane were added and the stirring continued until no more starting material was present. The THF was evaporated off the mixture and the residue was purified by flash column chromatography (EtOAc/hexane 30/70...